This data is from the Open Reaction Database (ORD), a public repository of structured organic reaction records. The task is: describe an organic reaction: reactants, conditions, products, and yield Starting materials: Br, COc1ccc(C2CC(=O)c3ccccc3C2)cc1, CC(=O)O, O. Yields the product O=C1CC(c2ccc(O)cc2)Cc2ccccc21. Reaction SMILES: [BrH:20].[CH3:1][O:2][c:3]1[cH:4][cH:5][c:6]([CH:9]2[CH2:10][C:11](=[O:19])[c:12]3[cH:13][cH:14][cH:15][cH:16][c:17]3[CH2:18]2)[cH:7][cH:8]1.[CH3:22][C:23](=[O:24])[OH:25].[OH2:21]>>[OH:2][c:3]1[cH:4][cH:5][c:6]([CH:9]2[CH2:10][C:11](=[O:19])[c:12]3[cH:13][cH:14][cH:15][cH:16][c:17]3[CH2:18]2)[cH:7][cH:8]1. The reactants are C(C)(=O)OC1CCC(CC1)C1=CC=CC=C1 (O-acetyl-4-phenylcyclohexanol), C(Cl)Cl (methylene chloride), C=O (paraformaldehyde), Cl (Hydrogen chloride). The reagents and catalysts are [Cl-].[Zn+2].[Cl-] (zinc chloride). The solvent is ice water. Conditions: time 2.5 hour. Yields the product C(C)(=O)O[C@@H]1CC[C@H](CC1)C1=CC=C(C=C1)CCl (trans-O-Acetyl-4-(4-chloromethylphenyl)-cyclohexanol). As a reaction SMILES: [C:1]([O:4][CH:5]1[CH2:10][CH2:9][CH:8]([C:11]2[CH:16]=[CH:15][CH:14]=[CH:13][CH:12]=2)[CH2:7][CH2:6]1)(=[O:3])[CH3:2].C=O.Cl.[CH2:20](Cl)[Cl:21]>[Cl-].[Zn+2].[Cl-]>[C:1]([O:4][C@H:5]1[CH2:10][CH2:9][C@H:8]([C:11]2[CH:16]=[CH:15][C:14]([CH2:20][Cl:21])=[CH:13][CH:12]=2)[CH2:7][CH2:6]1)(=[O:3])[CH3:2] |f:4.5.6|. Procedure: A solution of 24.3 g (0.11 mol) of O-acetyl-4-phenylcyclohexanol in 1300 ml of methylene chloride is combined with 26.0 g (0.86 mol) of paraformaldehyde and 26.0 g (0.19 mol) of zinc chloride. Hydrogen chloride is introduced into this suspension, with stirring, for 2.5 hours, whilst the temperature rises to about 30° C. and a substantially homogeneous solution is formed. The mixture is then allowed to react for 15 hours at ambient temperature and the reaction mixture is then hydrolysed with stir... Reactants: Cn1cnc(S(=O)(=O)Cl)c1, CN(C)c1ccncc1, ClCCl, Cl, CCOC(=O)NC1CCc2ccc(OCCN)cc2C1Cc1ccc(Cl)c(Cl)c1, O. The product is CCOC(=O)NC1CCc2ccc(OCCNS(=O)(=O)c3cn(C)cn3)cc2C1Cc1ccc(Cl)c(Cl)c1. As a reaction SMILES: [CH3:31][n:32]1[cH:33][n:34][c:35]([S:37](=[O:38])(=[O:39])[Cl:40])[cH:36]1.[CH3:42][N:43]([c:44]1[cH:45][cH:46][n:47][cH:48][cH:49]1)[CH3:50].[Cl:51][CH2:52][Cl:53].[ClH:1].[NH2:2][CH2:3][CH2:4][O:5][c:6]1[cH:7][cH:8][c:9]2[c:14]([cH:15]1)[CH:13]([CH2:16][c:17]1[cH:18][c:19]([Cl:24])[c:20]([Cl:23])[cH:21][cH:22]1)[CH:12]([NH:25][C:26]([O:27][CH2:28][CH3:29])=[O:30])[CH2:11][CH2:10]2.[OH2:41]>>[NH:2]([CH2:3][CH2:4][O:5][c:6]1[cH:7][cH:8][c:9]2[c:14]([cH:15]1)[CH:13]([CH2:16][c:17]1[cH:18][c:19]([Cl:24])[c:20]([Cl:23])[cH:21][cH:22]1)[CH:12]([NH:25][C:26]([O:27][CH2:28][CH3:29])=[O:30])[CH2:11][CH2:10]2)[S:37]([c:35]1[n:34][cH:33][n:32]([CH3:31])[cH:36]1)(=[O:38])=[O:39]. Reactants: C1(=CC=CC=C1)O (phenol), C(C1=CC=CC=C1)(C1=CC=CC=C1)N1CC(C1)OS(=O)(=O)C (1-benzhydryl-3-methanesulfonyloxyazetidine), O (water), [NH2-].[Na+] (sodium amide). Run in C1(=CC=CC=C1)C (toluene), C1(=CC=CC=C1)C (toluene), C1(=CC=CC=C1)C (toluene). Conditions: temperature 60 celsius, time 2 hour. The product is O(C1=CC=CC=C1)C1CN(C1)C(C1=CC=CC=C1)C1=CC=CC=C1 (3-Phenoxy-1-(diphenylmethyl)azetidine). RXN SMILES: [NH2-].[Na+].[C:3]1([OH:9])[CH:8]=[CH:7][CH:6]=[CH:5][CH:4]=1.[CH:10]([N:23]1[CH2:26][CH:25](OS(C)(=O)=O)[CH2:24]1)([C:17]1[CH:22]=[CH:21][CH:20]=[CH:19][CH:18]=1)[C:11]1[CH:16]=[CH:15][CH:14]=[CH:13][CH:12]=1.O>C1(C)C=CC=CC=1>[O:9]([CH:25]1[CH2:26][N:23]([CH:10]([C:11]2[CH:16]=[CH:15][CH:14]=[CH:13][CH:12]=2)[C:17]2[CH:22]=[CH:21][CH:20]=[CH:19][CH:18]=2)[CH2:24]1)[C:3]1[CH:8]=[CH:7][CH:6]=[CH:5][CH:4]=1 |f:0.1|. Procedure details: To a suspension of 8.6 g (0.22 mole) of sodium amide in 100 mL of dry toluene was added 18.8 g (0.2 mole) of phenol in 50 mL of dry toluene. The mixture was stirred at 60° C. for 2 hr. and the reaction temperature raised to 80° C. A solution of 63.4 g (0.2 mole) of 1-benzhydryl-3-methanesulfonyloxyazetidine (J. Org. Chem. 37, 3954 (1972)) in 200 ml of dry toluene was added dropwise. After stirring 2 hr at 80° C. the mixture was cooled and water added. The toluene was extracted with dilute NaOH s... The reactants are C([O-])(O)=O.[Na+] (sodium bicarbonate), C(CCC)[Li] (normal butyllithium), C(CCC)[Sn](CCCC)(CCCC)Cl (tri-n-butyltin chloride), BrC1=CN=C(S1)OC (5-bromo-2-methoxythiazole). Conditions: time 1 hour. Reported procedure: A diethyl ether (1.8 mL) solution of 5-bromo-2-methoxythiazole (200 mg) was cooled to −78° C. followed by the dropwise addition of normal butyllithium (1.6 M, 0.7 mL; KANTO). The resulting mixture was stirred as it was for 1 hour, followed by the addition of tri-n-butyltin chloride (0.35 mL; TCI), and the resulting mixture was slowly raised to room temperature and then stirred for 2 hours. Saturated aqueous sodium bicarbonate solution was added to the reaction mixture solution, the reaction mixt... As a reaction SMILES: Br[C:2]1[S:6][C:5]([O:7][CH3:8])=[N:4][CH:3]=1.C([Li])CCC.[CH2:14]([Sn:18](Cl)([CH2:23][CH2:24][CH2:25][CH3:26])[CH2:19][CH2:20][CH2:21][CH3:22])[CH2:15][CH2:16][CH3:17].C(=O)(O)[O-].[Na+]>C(OCC)C>[CH3:8][O:7][C:5]1[S:6][C:2]([Sn:18]([CH2:19][CH2:20][CH2:21][CH3:22])([CH2:23][CH2:24][CH2:25][CH3:26])[CH2:14][CH2:15][CH2:16][CH3:17])=[CH:3][N:4]=1 |f:3.4|. Run in C(C)OCC (diethyl ether). Yields the product COC=1SC(=CN1)[Sn](CCCC)(CCCC)CCCC (2-methoxy-5-(tributylstannyl)thiazole). The reactants are ClC1=NC(=NC(=C1)Cl)CN ((4,6-dichloro-pyrimidin-2-yl)methylamine), [K+].C(C)(C)(C)C1=CC=C(C=C1)S(=O)(=O)[NH-] (4-tert-butyl-benzenesulfonamide potassium salt), CN1C(CCC1)=O (1-methyl-2-pyrrolidone). Yields the product C(C)(C)(C)C1=CC=C(C=C1)S(=O)(=O)NC1=NC(=NC(=C1)Cl)NC (4-tert-butyl-N-(6-chloro-2-methylamino-pyrimidin-4-yl)-benzenesulfonamide). Yield: 73.0%. As a reaction SMILES: Cl[C:2]1[CH:7]=[C:6]([Cl:8])[N:5]=[C:4](CN)[N:3]=1.[K+].[C:12]([C:16]1[CH:21]=[CH:20][C:19]([S:22]([NH-:25])(=[O:24])=[O:23])=[CH:18][CH:17]=1)([CH3:15])([CH3:14])[CH3:13].[CH3:26][N:27]1CCCC1=O>>[C:12]([C:16]1[CH:21]=[CH:20][C:19]([S:22]([NH:25][C:2]2[CH:7]=[C:6]([Cl:8])[N:5]=[C:4]([NH:27][CH3:26])[N:3]=2)(=[O:23])=[O:24])=[CH:18][CH:17]=1)([CH3:15])([CH3:13])[CH3:14] |f:1.2|. Reported procedure: 0.39 g (0.0022 mol) of (4,6-dichloro-pyrimidin-2-yl)methylamine and 1.1 g (0.0044 mol) of 4-tert-butyl-benzenesulfonamide potassium salt were stirred in 10 ml of 1-methyl-2-pyrrolidone at 150° C. for 8 hours. Then, the solvent was distilled off in a high vacuum, the residue was partitioned in ethyl acetate/water and extracted. The aqueous phase was saturated with sodium chloride, de-gassed in a vacuum and made acid with 4N HCl, with a precipitate separating. The mixture was suction filtered, the... The reactants are O=C(C(=O)OC)CC(C1=CC=C(C=C1)OC(F)(F)F)=O (methyl 2,4-dioxo-4-(4-(trifluoromethoxy)phenyl)butanoate), NO.Cl (NH2OH.HCl). Solvent: CO (MeOH). Yields the product FC(OC1=CC=C(C=C1)C1=CC(=NO1)C(=O)OC)(F)F (Methyl 5-(4-(trifluoromethoxy)phenyl)isoxazole-3-carboxylate). The yield is 95.9%. As a reaction SMILES: O=[C:2]([CH2:7][C:8](=[O:20])[C:9]1[CH:14]=[CH:13][C:12]([O:15][C:16]([F:19])([F:18])[F:17])=[CH:11][CH:10]=1)[C:3]([O:5][CH3:6])=[O:4].[NH2:21]O.Cl>CO>[F:17][C:16]([F:19])([F:18])[O:15][C:12]1[CH:13]=[CH:14][C:9]([C:8]2[O:20][N:21]=[C:2]([C:3]([O:5][CH3:6])=[O:4])[CH:7]=2)=[CH:10][CH:11]=1 |f:1.2|. Procedure: A mixture of methyl 2,4-dioxo-4-(4-(trifluoromethoxy)phenyl)butanoate (6.85 g, 23.6 mmol) and NH2OH.HCl (4.92 g, 70.8 mmol) in MeOH (120 mL) was refluxed for 4 h. The volatiles were removed under reduced pressure, the residue was taken up in CHCl3 (200 mL) and washed with H2O (50 mL) and brine (50 mL). The organic layer was dried over Na2SO4, filtered and concentrated under reduced pressure to give the title compound (6.50 g, 95.6%), which was used in the next step without further purification. ... The reactants are Cl (hydrochloric acid), BrC1=CC=2CC3=CC(=CC=C3C2C=C1)O (2-bromo-7-hydroxyfluorene), C(CCCC)Br (pentyl bromide), C([O-])([O-])=O.[K+].[K+] (potassium carbonate). Run in CN(C=O)C (dimethylformamide). The product is BrC1=CC=2CC3=CC(=CC=C3C2C=C1)OCCCCC (2-bromo-7-pentyloxyfluorene). Yield: 87.6%. RXN SMILES: [Br:1][C:2]1[CH:14]=[CH:13][C:12]2[C:11]3[C:6](=[CH:7][C:8]([OH:15])=[CH:9][CH:10]=3)[CH2:5][C:4]=2[CH:3]=1.[CH2:16](Br)[CH2:17][CH2:18][CH2:19][CH3:20].C(=O)([O-])[O-].[K+].[K+].Cl>CN(C)C=O>[Br:1][C:2]1[CH:14]=[CH:13][C:12]2[C:11]3[C:6](=[CH:7][C:8]([O:15][CH2:16][CH2:17][CH2:18][CH2:19][CH3:20])=[CH:9][CH:10]=3)[CH2:5][C:4]=2[CH:3]=1 |f:2.3.4|. Procedure details: A mixture of 2-bromo-7-hydroxyfluorene (18 g), pentyl bromide (15.1 g), potassium carbonate (26.6 g) and dimethylformamide (200 mL) was heated for 3 hours while refluxing. 6M-hydrochloric acid (100 mL) was added to the reaction solution, and the solution was extracted with toluene. The toluene layer was washed with water and then dried on anhydrous magnesium sulfate, and it was concentrated under reduced pressure. This concentrate was recrystallized from acetone to obtain 2-bromo-7-pentyloxyfluo... Reported procedure: Using the procedure of example 11 and starting with 0.28 g (1.4 mmol) of 2,3-dihydro-7-hydroxy-8-propyl-4H-1-benzopyran-4-one and 0.7 g (1.4 mmol) of 2-[5-(methylsulfonyl)oxypentyloxy]-5-(3-ethoxycarbonylpropoxy)benzenepropanoic acid ethyl ester (from example 46), 5-(3-ethoxycarbonylpropoxy)-2-[5-[(3,4-dihydro-4-oxo-8-propyl-2H-1-benzopyran-7-yl)oxy]pentyloxy]benzenepropanoic acid ethyl ester was obtained in 83.6% yield (0.7 g) as a solid. This diester (1.17 mmol) was saponified with 3 mL of 3N ... Yields the product C(C)OC(CCC1=C(C=CC(=C1)OCCCC(=O)OCC)OCCCCCOC1=C(C2=C(C(CCO2)=O)C=C1)CCC)=O (5-(3-ethoxycarbonylpropoxy)-2-[5-[(3,4-dihydro-4-oxo-8-propyl-2H-1-benzopyran-7-yl)oxy]pentyloxy]benzenepropanoic acid ethyl ester). The yield is 83.6%. Reactants: OC1=C(C2=C(C(CCO2)=O)C=C1)CCC (2,3-dihydro-7-hydroxy-8-propyl-4H-1-benzopyran-4-one), C(C)OC(CCC1=C(C=CC(=C1)OCCCC(=O)OCC)OCCCCCOS(=O)(=O)C)=O (2-[[5-[(Methylsulfonyl)oxy]pentyl]oxy]-5-(4-ethoxy-4-oxobutoxy)benzenepropanoic Acid Ethyl Ester). Reaction SMILES: [OH:1][C:2]1[CH:12]=[CH:11][C:5]2[C:6](=[O:10])[CH2:7][CH2:8][O:9][C:4]=2[C:3]=1[CH2:13][CH2:14][CH3:15].[CH2:16]([O:18][C:19](=[O:48])[CH2:20][CH2:21][C:22]1[CH:27]=[C:26]([O:28][CH2:29][CH2:30][CH2:31][C:32]([O:34][CH2:35][CH3:36])=[O:33])[CH:25]=[CH:24][C:23]=1[O:37][CH2:38][CH2:39][CH2:40][CH2:41][CH2:42]OS(C)(=O)=O)[CH3:17]>>[CH2:16]([O:18][C:19](=[O:48])[CH2:20][CH2:21][C:22]1[CH:27]=[C:26]([O:28][CH2:29][CH2:30][CH2:31][C:32]([O:34][CH2:35][CH3:36])=[O:33])[CH:25]=[CH:24][C:23]=1[O:37][CH2:38][CH2:39][CH2:40][CH2:41][CH2:42][O:1][C:2]1[CH:12]=[CH:11][C:5]2[C:6](=[O:10])[CH2:7][CH2:8][O:9][C:4]=2[C:3]=1[CH2:13][CH2:14][CH3:15])[CH3:17].